This data is from the Open Reaction Database (ORD), a public repository of structured organic reaction records. The task is: describe an organic reaction: reactants, conditions, products, and yield Starting materials: [OH-].[Na+] (sodium hydroxide), O1C(COC2=C1C=CC=C2)C(=O)N2CCNCC2 (N-(1,4-Benzodioxan-2-carbonyl)piperazine), C(C)O (ethanol). Yields the product C(C)(=O)C=1C=CC2=C(OC(CO2)C(=O)O)C1 (7-acetyl-1,4-benzodioxan-2-carboxylic acid). Reaction SMILES: [OH-:1].[Na+].[O:3]1[C:8]2[CH:9]=[CH:10][CH:11]=[CH:12][C:7]=2[O:6][CH2:5][CH:4]1[C:13](N1CCNCC1)=[O:14].[CH2:21]([OH:23])[CH3:22]>>[C:21]([C:10]1[CH:11]=[CH:12][C:7]2[O:6][CH2:5][CH:4]([C:13]([OH:14])=[O:1])[O:3][C:8]=2[CH:9]=1)(=[O:23])[CH3:22] |f:0.1|. Procedure: Aqueous sodium hydroxide solution (1.2 g., in 5 ml. water) was added to a stirred solution of the product (7 g.) from (A) in ethanol (25 ml.) at 15° C. The reaction temperature was maintained below 25° C. for 1/2 hour then the mixture evaporated in vacuo, the residue triturated with water, acidified with concentrated hydrochloric acid and extracted with chloroform. The combined chloroform extracts were dried (MgSO4), evaporated in vacuo and the residue (1.46 g.) recrystallized from ethyl acetate...